This data is from the Open Reaction Database (ORD), a public repository of structured organic reaction records. The task is: describe an organic reaction: reactants, conditions, products, and yield Starting materials: CS(=O)(=O)Cl, CCOC(=O)CCc1ccc(N(Cc2cccc(-c3c(C)cc(O)cc3C)c2)S(=O)(=O)c2ccccc2[N+](=O)[O-])cc1F, O, c1ccncc1. Product: CCOC(=O)CCc1ccc(N(Cc2cccc(-c3c(C)cc(OS(C)(=O)=O)cc3C)c2)S(=O)(=O)c2ccccc2[N+](=O)[O-])cc1F. As a reaction SMILES: [CH3:44][S:45]([Cl:46])(=[O:47])=[O:48].[F:1][c:2]1[c:3]([CH2:37][CH2:38][C:39](=[O:40])[O:41][CH2:42][CH3:43])[cH:4][cH:5][c:6]([N:8]([S:9](=[O:10])(=[O:11])[c:12]2[c:13]([N+:18](=[O:19])[O-:20])[cH:14][cH:15][cH:16][cH:17]2)[CH2:21][c:22]2[cH:23][c:24](-[c:28]3[c:29]([CH3:36])[cH:30][c:31]([OH:35])[cH:32][c:33]3[CH3:34])[cH:25][cH:26][cH:27]2)[cH:7]1.[OH2:49].[cH:50]1[cH:51][cH:52][n:53][cH:54][cH:55]1>>[F:1][c:2]1[c:3]([CH2:37][CH2:38][C:39](=[O:40])[O:41][CH2:42][CH3:43])[cH:4][cH:5][c:6]([N:8]([S:9](=[O:10])(=[O:11])[c:12]2[c:13]([N+:18](=[O:19])[O-:20])[cH:14][cH:15][cH:16][cH:17]2)[CH2:21][c:22]2[cH:23][c:24](-[c:28]3[c:29]([CH3:36])[cH:30][c:31]([O:35][S:45]([CH3:44])(=[O:47])=[O:48])[cH:32][c:33]3[CH3:34])[cH:25][cH:26][cH:27]2)[cH:7]1. The reactants are CC1=C(C(=O)OC)C(=CC=C1)COC1=CC(=CC=C1)OCC1=NC2=CC=CC=C2C=C1 (methyl 2-methyl-6-[3-(quinolin-2-ylmethoxy)-phenoxymethyl]-benzoate), [OH-].[Na+] (sodium hydroxide), Cl (HCl). The solvent is C(C)O (ethanol). The product is CC1=C(C(=O)O)C(=CC=C1)COC1=CC(=CC=C1)OCC1=NC2=CC=CC=C2C=C1 (2-Methyl-6-[3-(quinolin-2-ylmethoxy)-phenoxymethyl]-benzoic acid). As a reaction SMILES: [CH3:1][C:2]1[CH:11]=[CH:10][CH:9]=[C:8]([CH2:12][O:13][C:14]2[CH:19]=[CH:18][CH:17]=[C:16]([O:20][CH2:21][C:22]3[CH:31]=[CH:30][C:29]4[C:24](=[CH:25][CH:26]=[CH:27][CH:28]=4)[N:23]=3)[CH:15]=2)[C:3]=1[C:4]([O:6]C)=[O:5].[OH-].[Na+].Cl>C(O)C>[CH3:1][C:2]1[CH:11]=[CH:10][CH:9]=[C:8]([CH2:12][O:13][C:14]2[CH:19]=[CH:18][CH:17]=[C:16]([O:20][CH2:21][C:22]3[CH:31]=[CH:30][C:29]4[C:24](=[CH:25][CH:26]=[CH:27][CH:28]=4)[N:23]=3)[CH:15]=2)[C:3]=1[C:4]([OH:6])=[O:5] |f:1.2|. Reported procedure: A solution of methyl 2-methyl-6-[3-(quinolin-2-ylmethoxy)-phenoxymethyl]-benzoate (1.6 g, 3.8 mmol, example 4) in ethanol (25 mL) is heated with a 10N sodium hydroxide solution (4.0 mL, 40 mmol) at 70° C. for 14 h. The reaction is cooled, neutralized with a 2N HCl solution (20 mL) and concentrated to remove the ethanol. Ethyl acetate is added and washed with water. The aqueous layer is saturated with sodium chloride and back extracted with ethyl acetate. The organic layers are combined, dried ov... The reactants are C1CCOC1, COC(=O)C(NC(=O)N(C)Cc1csc(C(C)C)n1)C(C)C, Cl, O. Product: CC(C)c1nc(CN(C)C(=O)NC(C(=O)O)C(C)C)cs1. RXN SMILES: [CH2:23]1[O:24][CH2:25][CH2:26][CH2:27]1.[CH3:1][O:2][C:3]([CH:4]([NH:5][C:6](=[O:7])[N:8]([CH2:9][c:10]1[n:11][c:12]([CH:15]([CH3:16])[CH3:17])[s:13][cH:14]1)[CH3:18])[CH:19]([CH3:20])[CH3:21])=[O:22].[ClH:28].[OH2:29]>>[O:2]=[C:3]([CH:4]([NH:5][C:6](=[O:7])[N:8]([CH2:9][c:10]1[n:11][c:12]([CH:15]([CH3:16])[CH3:17])[s:13][cH:14]1)[CH3:18])[CH:19]([CH3:20])[CH3:21])[OH:22]. Reaction SMILES: Br[C:2]1[CH:7]=[CH:6][C:5]([O:8][CH:9]([CH3:11])[CH3:10])=[C:4]([N+:12]([O-])=O)[CH:3]=1.[NH:15]1[CH2:20][CH2:19][CH2:18][CH2:17][CH2:16]1.[F:21][C:22]1[CH:47]=[CH:46][C:25]([C:26]([NH:28][C:29]2[S:30]C3C(N4CCOCC4)=CC=C(OC)C=3N=2)=[O:27])=[CH:24][CH:23]=1>>[F:21][C:22]1[CH:47]=[CH:46][C:25]([C:26]([NH:28][C:29]2[S:30][C:3]3[C:2]([N:15]4[CH2:20][CH2:19][CH2:18][CH2:17][CH2:16]4)=[CH:7][CH:6]=[C:5]([O:8][CH:9]([CH3:11])[CH3:10])[C:4]=3[N:12]=2)=[O:27])=[CH:24][CH:23]=1. Reactants: BrC1=CC(=C(C=C1)OC(C)C)[N+](=O)[O-] (4-bromo-1-isopropoxy-2-nitro-benzene), N1CCCCC1 (piperidine), FC1=CC=C(C(=O)NC=2SC3=C(N2)C(=CC=C3N3CCOCC3)OC)C=C1 (4-fluoro-N-(4-methoxy-7-morpholin-4-yl-benzothiazol-2-yl)-benzamide). The product is FC1=CC=C(C(=O)NC=2SC3=C(N2)C(=CC=C3N3CCCCC3)OC(C)C)C=C1 (4-Fluoro-N-(4-isopropoxy-7-piperidin-1-yl-benzothiazol-2-yl)-benzamide). Reported procedure: The title compound was prepared strarting from 4-bromo-1-isopropoxy-2-nitro-benzene and piperidine as described for 4-fluoro-N-(4-methoxy-7-morpholin-4-yl-benzothiazol-2-yl)-benzamide (Example 275) and obtained as a light brown solid in 10 % overall yield, MS: m/e=414 (M+H+). Reactants: C(C#C)[Mg]Br (propargylmagnesium bromide), C=C=CC(CCCC)=O (1,2-octadien-4-one), [Cl-].[NH4+] (ammonium chloride). The solvent is CCOCC (ether), CCOCC (ether). Reaction conditions: temperature 25 celsius, time 8 hour. Product: OC(CC#C)(CCCC)C=C=C (4-Hydroxy-4-propadienyl-1-octyne). Reaction SMILES: [CH2:1]([Mg]Br)[C:2]#[CH:3].[CH2:6]=[C:7]=[CH:8][C:9](=[O:14])[CH2:10][CH2:11][CH2:12][CH3:13].[Cl-].[NH4+]>CCOCC>[OH:14][C:9]([CH:1]=[C:2]=[CH2:3])([CH2:10][CH2:11][CH2:12][CH3:13])[CH2:8][C:7]#[CH:6] |f:2.3|. Reported procedure: To a stirred solution of 125 mmol. of propargylmagnesium bromide in 85 ml. of ether at -20° C. is added a solution of 11.7 g. (95 mmol.) of 1,2-octadien-4-one in 30 ml. of ether during 30 minutes. After the addition, the solution is stirred at 25° C. overnight, cooled to 0° C., and treated dropwise with 18 ml. of saturated ammonium chloride solution. The mixture is filtered, and the filtrate is washed with brine, dried over magnesium sulfate, and concentrated. The product is distilled from anhyd... Starting materials: ClCC1=CC2=C(OCCO2)C=C1 (6-(chloromethyl)-2,3-dihydrobenzo[b][1,4]dioxine), N1C(C2(C3=CC=CC=C13)C1=C(OC2)C=C2OCCC2=C1)=O (5,6-dihydrospiro[benzo[1,2-b:5,4-b′]difuran-3,3′-indol]-2′(1′H)-one), BrCC1OCCCC1 (2-(bromomethyl)tetrahydro-2H-pyran), O=C1N(C2=CC=CC=C2C12COC1=C2C=CC(=C1)C#N)CC1=NC=CC=C1 (2′-oxo-1′-(pyridin-2-ylmethyl)-1′,2′-dihydrospiro[1-benzofuran-3,3′-indole]-6-carbonitrile). The product is O1CCOC2=C1C=CC(=C2)CN2C(C1(C3=CC=CC=C23)COC2=C1C=CC(=C2)C#N)=O (1′-(2,3-dihydro-1,4-benzodioxin-6-ylmethyl)-2′-oxo-1′,2′-dihydrospiro[1-benzofuran-3,3′-indole]-6-carbonitrile). Reaction SMILES: Cl[CH2:2][C:3]1[CH:12]=[CH:11][C:6]2[O:7][CH2:8][CH2:9][O:10][C:5]=2[CH:4]=1.BrCC1CCCCO1.[O:21]=[C:22]1[C:30]2([C:34]3[CH:35]=[CH:36][C:37]([C:39]#[N:40])=[CH:38][C:33]=3[O:32][CH2:31]2)[C:29]2[C:24](=[CH:25][CH:26]=[CH:27][CH:28]=2)[N:23]1CC1C=CC=CN=1.N1C2C(=CC=CC=2)C2(COC3C=C4C(=CC2=3)CCO4)C1=O>>[O:7]1[C:6]2[CH:11]=[CH:12][C:3]([CH2:2][N:23]3[C:24]4[C:29](=[CH:28][CH:27]=[CH:26][CH:25]=4)[C:30]4([C:34]5[CH:35]=[CH:36][C:37]([C:39]#[N:40])=[CH:38][C:33]=5[O:32][CH2:31]4)[C:22]3=[O:21])=[CH:4][C:5]=2[O:10][CH2:9][CH2:8]1. Reported procedure: Following the procedure as described in EXAMPLE 4 and making non-critical variations using 6-(chloromethyl)-2,3-dihydrobenzo[b][1,4]dioxine (Capilla, A. S. et al., Tetrahedron (2001), 57:8297) to replace 2-(bromomethyl)tetrahydro-2H-pyran, and 2′-oxo-1′-(pyridin-2-ylmethyl)-1′,2′-dihydrospiro[1-benzofuran-3,3′-indole]-6-carbonitrile to replace 5,6-dihydrospiro[benzo[1,2-b:5,4-b′]difuran-3,3′-indol]-2′(1′H)-one, 1′-(2,3-dihydro-1,4-benzodioxin-6-ylmethyl)-2′-oxo-1′,2′-dihydrospiro[1-benzofuran-3,... The reactants are C1(CCCCC1)COC1=CC=C(O1)CO ((5-(cyclohexylmethoxy)furan-2-yl)methanol), C1(CCCCC1)CO (cyclohexylmethanol). The reagents and catalysts are O=[Mn]=O (MnO2). The solvent is C(Cl)Cl (CH2Cl2). Run at time 3 day. Yields the product C1(CCCCC1)COC1=CC=C(O1)C=O (5-(cyclohexylmethoxy)furan-2-carbaldehyde), C1(CCCCC1)CO (cyclohexylmethanol). RXN SMILES: [CH:1]1([CH2:7][O:8][C:9]2[O:13][C:12]([CH2:14][OH:15])=[CH:11][CH:10]=2)[CH2:6][CH2:5][CH2:4][CH2:3][CH2:2]1.[CH:16]1([CH2:22][OH:23])[CH2:21][CH2:20][CH2:19][CH2:18][CH2:17]1>C(Cl)Cl.O=[Mn]=O>[CH:1]1([CH2:7][O:8][C:9]2[O:13][C:12]([CH:14]=[O:15])=[CH:11][CH:10]=2)[CH2:2][CH2:3][CH2:4][CH2:5][CH2:6]1.[CH:16]1([CH2:22][OH:23])[CH2:21][CH2:20][CH2:19][CH2:18][CH2:17]1. Procedure details: A mixture of (5-(cyclohexylmethoxy)furan-2-yl)methanol and cyclohexylmethanol (0.75 g) and MnO2 (3.16 g, 36.3 mmol) in anhydrous CH2Cl2 (16 mL) was stirred at room temperature for 3 days. The reaction mixture was filtered through Celite and concentrated under reduced pressure. Flash chromatography purification (10%-50% EtOAc—hexanes gradient) gave 5-(cyclohexylmethoxy)furan-2-carbaldehyde with cyclohexylmethanol as an impurity as a light yellow. Yield (0.68 g, 99%); 1H NMR (400 MHz, DMSO-d6) δ 9... Reactants: ClC1=NC(C2=NCN([C@H]3[C@H](O)[C@H](O)[C@@H](CO)O3)C2=N1)(N)Cl (2,6-dichloroadenosine), C1(CCCCC1)N (cyclohexylamine). Reported procedure: A mixture of 2,6-dichloroadenosine (1.0 g) and cyclohexylamine (0.926 g) in ethanol (30 ml) was heated at reflux for 6 hours then cooled to room temperature. The mixture was concentrated under vacuo. The residue was purified on the silica gel column using MeOH—CH2Cl2 (1:6 to 1:5). The combined fractions were concentrated and dried under vacuum to provide 2-chloro-N6-cyclohexyladenosine as a white solid (2.600 g). 1H NMR (DMSO-D6): δ 1.12-1.21 (m, 2H), 1.33-1.43 (m, 3H), 1.63-1.86 (m, 6H), 3.57-3... RXN SMILES: [Cl:1][C:2]1[N:19]=[C:18]2[C:5](=[N:6][CH2:7][N:8]2[C@@H:9]2[O:17][C@H:14]([CH2:15][OH:16])[C@@H:12]([OH:13])[C@H:10]2[OH:11])[C:4](Cl)([NH2:20])[N:3]=1.[CH:22]1(N)[CH2:27][CH2:26][CH2:25][CH2:24][CH2:23]1>C(O)C>[Cl:1][C:2]1[N:3]=[C:4]([NH:20][CH:22]2[CH2:27][CH2:26][CH2:25][CH2:24][CH2:23]2)[C:5]2[N:6]=[CH:7][N:8]([C:18]=2[N:19]=1)[C@@H:9]1[O:17][C@H:14]([CH2:15][OH:16])[C@@H:12]([OH:13])[C@H:10]1[OH:11]. Product: ClC=1N=C(C=2N=CN([C@H]3[C@H](O)[C@H](O)[C@@H](CO)O3)C2N1)NC1CCCCC1 (2-chloro-N6-cyclohexyladenosine). The yield is 229.1%. The solvent is C(C)O (ethanol).